This data is from the Open Reaction Database (ORD), a public repository of structured organic reaction records. The task is: describe an organic reaction: reactants, conditions, products, and yield Procedure: 1-tert-Butoxycarbonyl-4-phenyl-piperidine-4-carboxylic acid (1.22 g, 4 mmol) was combined with dichloromethane (40 mL). N,N-diisopropylethylamine (0.77 mL, 4.4 mmol, 1.1 eq.), 1-ethyl-3-(3-dimethylaminopropyl)carbodiimide hydrochloride (EDC) (0.8435 g, 4.4 mmol, 1.1 eq.), and 1-hydroxybenzotriazole hydrate (HOBT) (0.5946 g, 4.4 mmol, 1.1 eq.) were added. The mixture was allowed to stir at ambient temperature for 15 h. The solution was sparged with NH3 (gas) for 0.5 h and then allowed to stir at ... The reactants are C(C)(C)N(C(C)C)CC (N,N-diisopropylethylamine), Cl.C(C)N=C=NCCCN(C)C (1-ethyl-3-(3-dimethylaminopropyl)carbodiimide hydrochloride), O.ON1N=NC2=C1C=CC=C2 (1-hydroxybenzotriazole hydrate), C(C)(C)(C)OC(=O)N1CCC(CC1)(C(=O)O)C1=CC=CC=C1 (1-tert-Butoxycarbonyl-4-phenyl-piperidine-4-carboxylic acid). Reaction conditions: time 15 hour. Product: C(C)(C)(C)OC(=O)N1CCC(CC1)(C(=O)N)C1=CC=CC=C1 (1-tert-butoxycarbonyl-4-phenylpiperidine-4-carboxylic acid amide). Reaction SMILES: [C:1]([O:5][C:6]([N:8]1[CH2:13][CH2:12][C:11]([C:17]2[CH:22]=[CH:21][CH:20]=[CH:19][CH:18]=2)([C:14](O)=[O:15])[CH2:10][CH2:9]1)=[O:7])([CH3:4])([CH3:3])[CH3:2].C([N:26](CC)C(C)C)(C)C.Cl.C(N=C=NCCCN(C)C)C.O.ON1C2C=CC=CC=2N=N1>C(OCC)(=O)C.ClCCl>[C:1]([O:5][C:6]([N:8]1[CH2:13][CH2:12][C:11]([C:17]2[CH:22]=[CH:21][CH:20]=[CH:19][CH:18]=2)([C:14]([NH2:26])=[O:15])[CH2:10][CH2:9]1)=[O:7])([CH3:4])([CH3:3])[CH3:2] |f:2.3,4.5|. Run in C(C)(=O)OCC (ethyl acetate), ClCCl (dichloromethane).